Dataset: the Open Reaction Database (ORD), a public repository of structured organic reaction records. Task: describe an organic reaction: reactants, conditions, products, and yield Reactants: BrCCBr, COC(=O)C(I)=CC1CCCCCC1, CS(=O)(=O)c1ccc(Br)cc1, C[Si](C)(C)Cl, [Cl-], [NH4+], C1CCOC1, [Zn]. Yields the product COC(=O)C(=CC1CCCCCC1)c1ccc(S(C)(=O)=O)cc1. RXN SMILES: [Br:1][CH2:2][CH2:3][Br:4].[CH3:10][O:11][C:12]([C:13](=[CH:14][CH:15]1[CH2:16][CH2:17][CH2:18][CH2:19][CH2:20][CH2:21]1)[I:22])=[O:23].[CH3:24][S:25](=[O:26])(=[O:27])[c:28]1[cH:29][cH:30][c:31]([Br:34])[cH:32][cH:33]1.[CH3:5][Si:6]([Cl:7])([CH3:8])[CH3:9].[Cl-:35].[NH4+:36].[O:37]1[CH2:38][CH2:39][CH2:40][CH2:41]1.[Zn:42]>>[CH3:10][O:11][C:12]([C:13](=[CH:14][CH:15]1[CH2:16][CH2:17][CH2:18][CH2:19][CH2:20][CH2:21]1)[c:31]1[cH:30][cH:29][c:28]([S:25]([CH3:24])(=[O:26])=[O:27])[cH:33][cH:32]1)=[O:23]. Reactants: CC=1N=C(SC1)C=1C=NC=CC1 (3-(4-methylthiazol-2-yl)-pyridine), IC (iodomethane). Run in C(C)O (ethanol). The product is [I-].C[N+]1=CC(=CC=C1)C=1SC=C(N1)C (1-methyl-3-(4-methylthiazol-2-yl)-pyridinium iodide). RXN SMILES: [CH3:1][C:2]1[N:3]=[C:4]([C:7]2[CH:8]=[N:9][CH:10]=[CH:11][CH:12]=2)[S:5][CH:6]=1.[I:13][CH3:14]>C(O)C>[I-:13].[CH3:14][N+:9]1[CH:10]=[CH:11][CH:12]=[C:7]([C:4]2[S:5][CH:6]=[C:2]([CH3:1])[N:3]=2)[CH:8]=1 |f:3.4|. Procedure details: 8.3 g of [3-(4-methylthiazol-2-yl)-pyridine] and 4.5 cm3 of iodomethane in 30 cm3 of ethanol are left in darkness for 10 days. After filtering, 14.6 g of product is obtained which is recrystallized from ethanol. M.p.=184°-186° C.